The task is: describe an organic reaction: reactants, conditions, products, and yield. This data is from the Open Reaction Database (ORD), a public repository of structured organic reaction records. Starting materials: C(C)(C)(C)C=1N=C(SC1)C=1OC2=C(C1)C=C(C=C2)CC=2SC=C(N2)C(=O)OCC (4-tert-butyl-2-{5-{[4-(ethoxycarbonyl)-thiazol-2-yl]methyl}benzofuran-2-yl}thiazole), [OH-].[Na+] (sodium hydroxide). Run in O (water), CO (methanol). Product: C(C)(C)(C)C=1N=C(SC1)C=1OC2=C(C1)C=C(C=C2)CC=2SC=C(N2)C(=O)O (4-tert-butyl-2-{5-{[4-carboxythiazol-2-yl]methyl}benzofuran-2-yl}thiazole). The yield is 93.5%. Reaction SMILES: [C:1]([C:5]1[N:6]=[C:7]([C:10]2[O:11][C:12]3[CH:18]=[CH:17][C:16]([CH2:19][C:20]4[S:21][CH:22]=[C:23]([C:25]([O:27]CC)=[O:26])[N:24]=4)=[CH:15][C:13]=3[CH:14]=2)[S:8][CH:9]=1)([CH3:4])([CH3:3])[CH3:2].[OH-].[Na+]>O.CO>[C:1]([C:5]1[N:6]=[C:7]([C:10]2[O:11][C:12]3[CH:18]=[CH:17][C:16]([CH2:19][C:20]4[S:21][CH:22]=[C:23]([C:25]([OH:27])=[O:26])[N:24]=4)=[CH:15][C:13]=3[CH:14]=2)[S:8][CH:9]=1)([CH3:4])([CH3:2])[CH3:3] |f:1.2|. Procedure details: A mixture of 4-tert-butyl-2-{5-{[4-(ethoxycarbonyl)-thiazol-2-yl]methyl}benzofuran-2-yl}thiazole (0.79 g) and sodium hydroxide (0.17 g) in a mixture of water (2 ml) and methanol (6 ml) was stirred under reflux for 3 hours. After being cooled, the resulting solution was concentrated under reduced pressure. The residue was dissolved in water and neutralized with diluted hydrochloric acid. The resulting mixture was extracted with ethyl acetate. The organic layer was washed with brine, dried over ma... Reactants: CC(C)(C)O, COC(=O)c1cccc(-c2ccc(CNC(=O)c3cccnc3Oc3ccc(F)cc3)cc2)c1, Cl, [Na+], [OH-], O. Yields the product O=C(O)c1cccc(-c2ccc(CNC(=O)c3cccnc3Oc3ccc(F)cc3)cc2)c1. RXN SMILES: [C:38]([OH:39])([CH3:40])([CH3:41])[CH3:42].[CH3:1][O:2][C:3](=[O:4])[c:5]1[cH:6][c:7](-[c:11]2[cH:12][cH:13][c:14]([CH2:17][NH:18][C:19](=[O:20])[c:21]3[c:22]([O:27][c:28]4[cH:29][cH:30][c:31]([F:34])[cH:32][cH:33]4)[n:23][cH:24][cH:25][cH:26]3)[cH:15][cH:16]2)[cH:8][cH:9][cH:10]1.[ClH:37].[Na+:36].[OH-:35].[OH2:43]>>[O:2]=[C:3]([OH:4])[c:5]1[cH:6][c:7](-[c:11]2[cH:12][cH:13][c:14]([CH2:17][NH:18][C:19](=[O:20])[c:21]3[c:22]([O:27][c:28]4[cH:29][cH:30][c:31]([F:34])[cH:32][cH:33]4)[n:23][cH:24][cH:25][cH:26]3)[cH:15][cH:16]2)[cH:8][cH:9][cH:10]1. The yield is 96.0%. Procedure details: To a solution of the compound of Step 1 (13.2 g, 34.1 mmol) in THF (100 mL) at 0° C. was added potassium t-butoxide (34.1 mmol, 1M THF solution). The mixture was stirred at 0° C. for 2 h, poured into 1N HCl and the aqueous layer was extracted with EtOAc. The combined organic layers were washed with brine, dried over Na2SO4, concentrated and swished in EtOAc to give 11.6 g of the title compound. Conditions: temperature 0 celsius, time 2 hour. Solvent: C1CCOC1 (THF). Reactants: BrC1=C2C=C(N(C2=CC(=C1)F)CCCC(=O)OCC)C(=O)OC (methyl 4-bromo-1-(4-ethoxy-4-oxobutyl)-6-fluoro-1H-indole-2-carboxylate), CC(C)([O-])C.[K+] (potassium t-butoxide), Cl (HCl). Yields the product BrC1=C2C=C3N(C2=CC(=C1)F)CCC(C3=O)C(=O)OCC ((+/−)-ethyl 1-bromo-3-fluoro-9-oxo-6,7,8,9-tetrahydropyrido[1,2-a]indole-8-carboxylate). RXN SMILES: [Br:1][C:2]1[CH:10]=[C:9]([F:11])[CH:8]=[C:7]2[C:3]=1[CH:4]=[C:5]([C:20]([O:22]C)=O)[N:6]2[CH2:12][CH2:13][CH2:14][C:15]([O:17][CH2:18][CH3:19])=[O:16].CC(C)([O-])C.[K+].Cl>C1COCC1>[Br:1][C:2]1[CH:10]=[C:9]([F:11])[CH:8]=[C:7]2[C:3]=1[CH:4]=[C:5]1[C:20](=[O:22])[CH:14]([C:15]([O:17][CH2:18][CH3:19])=[O:16])[CH2:13][CH2:12][N:6]12 |f:1.2|. The reactants are C(=C)C1(C(CCCCCCCCCC1)C=C)O (1,2-divinylcyclododecan-1-ol), FC(S(=O)(=O)[O-])(F)F.[Li+] (lithium trifluoromethanesulphonate), mercuric trifluoroacetate. The solvent is C(Cl)Cl (methylene chloride). Conditions: time 20 minute. Product: C1(CCCC=CCCCCCCCCCC1)=O (cyclohexadec-5-en-1-one). The yield is 69.0%. RXN SMILES: [CH:1]([C:3]1([OH:17])[CH2:14][CH2:13][CH2:12][CH2:11][CH2:10][CH2:9][CH2:8][CH2:7][CH2:6][CH2:5][CH:4]1[CH:15]=[CH2:16])=[CH2:2].FC(F)(F)S([O-])(=O)=O.[Li+]>C(Cl)Cl>[C:3]1(=[O:17])[CH2:1][CH2:2][CH2:16][CH2:15][CH2:4][CH2:5][CH2:6][CH2:7][CH2:8][CH2:9][CH:10]=[CH:11][CH2:12][CH2:13][CH2:14]1 |f:1.2|. Procedure details: A mixture of 1,2-divinylcyclododecan-1-ol (0.125 g, 5.10-4 mol), lithium trifluoromethanesulphonate (0.080 g) and mercuric trifluoroacetate (0.045 g) in methylene chloride (5 cc) is kept at a temperature of the order of 20° C. for 20 minutes. The reaction mixture is washed with a saturated aqueous solution of sodium bicarbonate (3×10 cc) and then extracted with methylene chloride (3×10 cc). The organic extracts are dried over magnesium sulphate. After filtration and concentration to dryness unde... Product: C(CC)SC=1N=C(C2=C(N1)N(N=N2)[C@H]2C=C[C@H](C21CC1)O)N[C@H]1[C@@H](C1)C1=CC=CC=C1 ((4R,7S)-7-[5-(Propylthio)-7-[[(1R,2S)-2-phenylcyclopropyl]amino]-3H-1,2,3-triazolo[4,5-d]pyrimidin-3-yl]-spiro[2.4]hept-5-en-4-ol). Starting materials: C(C)(=O)O[C@H]1C2(CC2)[C@H](C=C1)N1N=NC2=C1N=C(N=C2N[C@H]2[C@@H](C2)C2=CC=CC=C2)SCCC ((4R,7S)-7-[5-(Propylthio)-7-[[(1R,2S)-2-phenylcyclopropyl]amino]-3H-1,2,3-triazolo[4,5-d]pyrimidin-3-yl]-spiro[2.4]hept-5-en-4-ol Acetate), C([O-])([O-])=O.[K+].[K+] (potassium carbonate). Run in CO (methanol). Reported procedure: To a solution of the product of step g) (0.5 g) in methanol (10 ml) was added potassium carbonate (0.5 g) and the resulting suspension was stirred at ambient temperature for 2 hours. The reaction mixture was absorbed onto silica and purified by chromatography (SiO2; 3:1 isohexane:ethyl acetate) to give the subtitle compound (0.4 g). As a reaction SMILES: C([O:4][C@@H:5]1[CH:11]=[CH:10][C@H:9]([N:12]2[C:16]3[N:17]=[C:18]([S:31][CH2:32][CH2:33][CH3:34])[N:19]=[C:20]([NH:21][C@@H:22]4[CH2:24][C@H:23]4[C:25]4[CH:30]=[CH:29][CH:28]=[CH:27][CH:26]=4)[C:15]=3[N:14]=[N:13]2)[C:6]21[CH2:8][CH2:7]2)(=O)C.C(=O)([O-])[O-].[K+].[K+]>CO>[CH2:32]([S:31][C:18]1[N:19]=[C:20]([NH:21][C@@H:22]2[CH2:24][C@H:23]2[C:25]2[CH:26]=[CH:27][CH:28]=[CH:29][CH:30]=2)[C:15]2[N:14]=[N:13][N:12]([C@@H:9]3[C:6]4([CH2:7][CH2:8]4)[C@H:5]([OH:4])[CH:11]=[CH:10]3)[C:16]=2[N:17]=1)[CH2:33][CH3:34] |f:1.2.3|. Reaction conditions: time 2 hour. The reactants are O (water), FC1=C(N)C=C(C=C1)[N+](=O)[O-] (2-fluoro-5-nitroaniline), CN (methyl amine), C([O-])([O-])=O.[K+].[K+] (potassium carbonate). Solvent: CN1C(CCC1)=O (N-methylpyrrolidinone). Reaction conditions: time 16 hour. Product: CNC=1C(=CC(=CC1)[N+](=O)[O-])N (N1-Methyl-4-nitro-benzene-1,2-diamine). As a reaction SMILES: F[C:2]1[CH:8]=[CH:7][C:6]([N+:9]([O-:11])=[O:10])=[CH:5][C:3]=1[NH2:4].C(=O)([O-])[O-].[K+].[K+].[CH3:18][NH2:19].O>CN1CCCC1=O>[CH3:18][NH:19][C:2]1[C:3]([NH2:4])=[CH:5][C:6]([N+:9]([O-:11])=[O:10])=[CH:7][CH:8]=1 |f:1.2.3|. Procedure details: To a solution of 2-fluoro-5-nitroaniline (5 g, 32 mmol) in 40 ml N-methylpyrrolidinone in a sealed reaction vessel was added potassium carbonate (9.0 g, 50.0 mmol) and a solution of methyl amine (32 ml, 2M in THF) and the reaction was heated to 120° C. After 16 h, the reaction mixture was cooled to room temperature and poured into 400 ml of water. The resulting precipitate was filtered and dried to give the title compound as a red solid. 1H NMR (300 MHz, d6-DMSO) δ7.54 (dd, J=8.7 and 2.7 Hz, 1H)... Starting materials: ClC1=NC=C(C2=C1C=CN2C)C(=O)O (4-chloro-1-methyl-1H-pyrrolo[3,2-c]pyridine-7-carboxylic acid), CN(CCCN=C=NCC)C (1-[3-(dimethylamino)propyl]-3-ethylcarbodiimide), ON1N=NC2=C1C=CC=C2 (1-hydroxybenzotriazole), C(C)N1CCOCC1 (N-ethylmorpholine), N1CCOCC1 (morpholine). Solvent: O (water), CN(C=O)C (dimethylformamide). Reaction conditions: time 8 hour. Product: ClC1=NC=C(C2=C1C=CN2C)C(=O)N2CCOCC2 (4-Chloro-1-methyl-7-(4-morpholinylcarbonyl)-1H-pyrrolo[3,2-c]pyridine). RXN SMILES: [Cl:1][C:2]1[C:7]2[CH:8]=[CH:9][N:10]([CH3:11])[C:6]=2[C:5]([C:12]([OH:14])=O)=[CH:4][N:3]=1.CN(C)CCCN=C=NCC.ON1C2C=CC=CC=2N=N1.C([N:38]1[CH2:43][CH2:42][O:41][CH2:40][CH2:39]1)C.N1CCOCC1>CN(C)C=O.O>[Cl:1][C:2]1[C:7]2[CH:8]=[CH:9][N:10]([CH3:11])[C:6]=2[C:5]([C:12]([N:38]2[CH2:43][CH2:42][O:41][CH2:40][CH2:39]2)=[O:14])=[CH:4][N:3]=1. Procedure: To a solution of 4-chloro-1-methyl-1H-pyrrolo[3,2-c]pyridine-7-carboxylic acid (660 mg) in dimethylformamide (10 ml) was added 1-[3-(dimethylamino)propyl]-3-ethylcarbodiimide (1.21 g), 1-hydroxybenzotriazole (0.86 g), N-ethylmorpholine (0.8 ml) and morpholine (0.55 ml). The solution was stirred at room temperature overnight. The reaction was diluted with water and extracted three times with ethyl acetate. The ethyl acetate layers were combined, washed with saturated sodium chloride solution and ... Reactants: N1C=CC=2C(=CC=CC12)C(=O)OC (methyl 1H-indole-4-carboxylate), ClC=1C=C(C=O)C=CC1 (3-chlorobenzaldehyde), C(C)[SiH](CC)CC (triethylsilane), FC(C(=O)O)(F)F (trifluoroacetic acid). Run in ClCCl (dichloromethane). Yields the product ClC=1C=C(CC2=CNC=3C=CC=C(C23)C(=O)OC)C=CC1 (methyl 3-(3-chlorobenzyl)-1H-indole-4-carboxylate). Isolated yield 70.2%. Reaction SMILES: [NH:1]1[C:9]2[CH:8]=[CH:7][CH:6]=[C:5]([C:10]([O:12][CH3:13])=[O:11])[C:4]=2[CH:3]=[CH:2]1.[Cl:14][C:15]1[CH:16]=[C:17]([CH:20]=[CH:21][CH:22]=1)[CH:18]=O.C([SiH](CC)CC)C.FC(F)(F)C(O)=O>ClCCl>[Cl:14][C:15]1[CH:16]=[C:17]([CH:20]=[CH:21][CH:22]=1)[CH2:18][C:3]1[C:4]2[C:5]([C:10]([O:12][CH3:13])=[O:11])=[CH:6][CH:7]=[CH:8][C:9]=2[NH:1][CH:2]=1. Procedure: To a solution of commercially available methyl 1H-indole-4-carboxylate (5 g, 28.5 mmol) in 100 mL dichloromethane, at 0° C., was added 3-chlorobenzaldehyde (5 mL, 43.8 mmol), triethylsilane (15 mL, 93.9 mmol) and trifluoroacetic acid (5 mL, 64.9 mmol), and the resulting solution was stirred for ON as it warmed to rt. The reaction was then quenched with saturated aqueous sodium bicarbonate and the solution was extracted with dichloromethane. The organic phases were then combined, washed with brin... Reactants: C(=S)(Cl)Cl (thiophosgene), O (water), NC=1C=C(OC2=NC3=C(N2C)C=CC=C3)C=CC1 (2-(3'-aminophenoxy)-1-methylbenzimidazole). The solvent is O1CCOCC1 (dioxane), O1CCOCC1 (dioxane). Run at time 3 hour. Product: Cl.N(=C=S)C=1C=C(OC2=NC3=C(N2C)C=CC=C3)C=CC1 ((3'-isothiocyanophenoxy)-1-methylbenzimidazolehydrochloride). Isolated yield 36.2%. Reaction SMILES: [C:1](Cl)([Cl:3])=[S:2].O.[NH2:6][C:7]1[CH:8]=[C:9]([CH:21]=[CH:22][CH:23]=1)[O:10][C:11]1[N:15]([CH3:16])[C:14]2[CH:17]=[CH:18][CH:19]=[CH:20][C:13]=2[N:12]=1>O1CCOCC1>[ClH:3].[N:6]([C:7]1[CH:8]=[C:9]([CH:21]=[CH:22][CH:23]=1)[O:10][C:11]1[N:15]([CH3:16])[C:14]2[CH:17]=[CH:18][CH:19]=[CH:20][C:13]=2[N:12]=1)=[C:1]=[S:2] |f:4.5|. Procedure: An amount of 35 g of thiophosgene, 250 ml of dioxane and 100 ml of water is placed into a sulphating flask and cooled to 0° to 5°; an addition is then made dropwise, within 30 minutes, of a solution of 61 g of 2-(3'-aminophenoxy)-1-methylbenzimidazole in 200 ml of dioxane. The mixture is stirred for 3 hours at 0° to 5°; it is afterwards further stirred for 15 hours at room temperature. After dilution with 600 ml of water, the precipitate is separated and stirred, for 7 hours at 10°, into a solut...